From a dataset of the Open Reaction Database (ORD), a public repository of structured organic reaction records. describe an organic reaction: reactants, conditions, products, and yield Reactants: C1(=CC=CC=C1)N1C(=C(C2=CC=CC=C12)CCCN1CCC(CC1)C=1C=C(C=CC1)NC(C(C)C)=O)C1=CC=CC=C1 (N-(3-{1-[3-(1,2-diphenyl-1H-indol-3-yl)propyl]-4-piperidinyl}phenyl)-2-methylpropanamide), O1C(OCC1)CCCCN1CCC(CC1)C=1C=C(C=CC1)NC(C(C)C)=O (N-(3-{1-[4-(1,3-dioxolan-2-yl)butyl]-4-piperidinyl}phenyl)-2-methylpropanamide), Cl.COC1=CC=C(C=C1)NN (1-(4-methoxyphenyl)hydrazine hydrochloride). Product: COC=1C=C2C(=CNC2=CC1)CCCN1CCC(CC1)C=1C=C(C=CC1)NC(C(C)C)=O (N-(3-{1-[3-(5-methoxy-1H-indol-3-yl)propyl]-4-piperidinyl}phenyl)-2-methylpropanamide). The yield is 42.0%. Reaction SMILES: C1([N:7]2[C:15]3[C:10](=[CH:11][CH:12]=[CH:13][CH:14]=3)[C:9]([CH2:16][CH2:17][CH2:18][N:19]3[CH2:24][CH2:23][CH:22]([C:25]4[CH:26]=[C:27]([NH:31][C:32](=[O:36])[CH:33]([CH3:35])[CH3:34])[CH:28]=[CH:29][CH:30]=4)[CH2:21][CH2:20]3)=[C:8]2C2C=CC=CC=2)C=CC=CC=1.[O:43]1CCO[CH:44]1CCCCN1CCC(C2C=C(NC(=O)C(C)C)C=CC=2)CC1.Cl.COC1C=CC(NN)=CC=1>>[CH3:44][O:43][C:12]1[CH:11]=[C:10]2[C:15](=[CH:14][CH:13]=1)[NH:7][CH:8]=[C:9]2[CH2:16][CH2:17][CH2:18][N:19]1[CH2:24][CH2:23][CH:22]([C:25]2[CH:26]=[C:27]([NH:31][C:32](=[O:36])[CH:33]([CH3:34])[CH3:35])[CH:28]=[CH:29][CH:30]=2)[CH2:21][CH2:20]1 |f:2.3|. Procedure: According to the procedure used for the synthesis of N-(3-{1-[3-(1,2-diphenyl-1H-indol-3-yl)propyl]-4-piperidinyl}phenyl)-2-methylpropanamide, N-(3-{1-[4-(1,3-dioxolan-2-yl)butyl]-4-piperidinyl}phenyl)-2-methylpropanamide (23.5 mg, 0.0628 mmol) and 1-(4-methoxyphenyl)hydrazine hydrochloride (13.2 mg, 0.0774 mmol) provided N-(3-{1-[3-(5-methoxy-1H-indol-3-yl)propyl]-4-piperidinyl}phenyl)-2-methylpropanamide (11 mg, 42%). 1H NMR (400 MHz, CDCl3) δ 7.86 (s, 1H), 7.45 (s, 1H), 7.32 (d, 1H, J=8.4 Hz)...